From a dataset of the Open Reaction Database (ORD), a public repository of structured organic reaction records. describe an organic reaction: reactants, conditions, products, and yield Starting materials: CCOC(=O)C1(CCCC2CCCCC2)CO1, [Na+], C1CCOC1, [OH-]. The product is [Na+], O=C([O-])C1(CCCC2CCCCC2)CO1. Reaction SMILES: [CH2:1]([CH3:2])[O:3][C:4](=[O:5])[C:6]1([CH2:9][CH2:10][CH2:11][CH:12]2[CH2:13][CH2:14][CH2:15][CH2:16][CH2:17]2)[O:7][CH2:8]1.[Na+:19].[O:20]1[CH2:21][CH2:22][CH2:23][CH2:24]1.[OH-:18]>>[Na+:19].[O:3]=[C:4]([O-:5])[C:6]1([CH2:9][CH2:10][CH2:11][CH:12]2[CH2:13][CH2:14][CH2:15][CH2:16][CH2:17]2)[O:7][CH2:8]1. Starting materials: C(C)(C)S(=O)(=O)C[C@@H]1CN(CC[C@@H]1N1C([C@H](CC1)NC(C1=CC(=CC=C1)C(F)(F)F)=O)=O)C(=O)OC(C)(C)C ((3R,4S)-tert-butyl 3-(isopropylsulfonylmethyl)-4-((S)-2-oxo-3-(3-(trifluoromethyl)benzamido)pyrrolidin-1-yl)piperidine-1-carboxylate), C(=O)(O)[O-].[Na+] (NaHCO3), FC(C(=O)O)(F)F (trifluoroacetic acid). The solvent is C(Cl)Cl (CH2Cl2). Reaction conditions: time 4 hour. Yields the product desired product, C(C)(C)S(=O)(=O)C[C@@H]1CNCC[C@@H]1N1C([C@H](CC1)NC(C1=CC(=CC=C1)C(F)(F)F)=O)=O (N—((S)-1-((3R,4S)-3-(isopropylsulfonylmethyl)piperidin-4-yl)-2-oxopyrrolidin-3-yl)-3-(trifluoromethyl)benzamide). The yield is 85.0%. As a reaction SMILES: [CH:1]([S:4]([CH2:7][C@H:8]1[C@@H:13]([N:14]2[CH2:18][CH2:17][C@H:16]([NH:19][C:20](=[O:31])[C:21]3[CH:26]=[CH:25][CH:24]=[C:23]([C:27]([F:30])([F:29])[F:28])[CH:22]=3)[C:15]2=[O:32])[CH2:12][CH2:11][N:10](C(OC(C)(C)C)=O)[CH2:9]1)(=[O:6])=[O:5])([CH3:3])[CH3:2].FC(F)(F)C(O)=O.C([O-])(O)=O.[Na+]>C(Cl)Cl>[CH:1]([S:4]([CH2:7][C@H:8]1[C@@H:13]([N:14]2[CH2:18][CH2:17][C@H:16]([NH:19][C:20](=[O:31])[C:21]3[CH:26]=[CH:25][CH:24]=[C:23]([C:27]([F:28])([F:30])[F:29])[CH:22]=3)[C:15]2=[O:32])[CH2:12][CH2:11][NH:10][CH2:9]1)(=[O:5])=[O:6])([CH3:3])[CH3:2] |f:2.3|. Procedure: A sample of (3R,4S)-tert-butyl 3-(isopropylsulfonylmethyl)-4-((S)-2-oxo-3-(3-(trifluoromethyl)benzamido)pyrrolidin-1-yl)piperidine-1-carboxylate (0.688 g) was dissolved in CH2Cl2 (10 mL) prior to the addition of trifluoroacetic acid (0.92 mL, 11.9 mMol). After 4 h, the reaction was made basic with saturated NaHCO3. Extracted with CH2Cl2. The organic layer was washed with brine and dried (MgSO4). Concentrated and dried in vacuo to yield the desired product, N—((S)-1-((3R,4S)-3-(isopropylsulfonylm...